From a dataset of the Open Reaction Database (ORD), a public repository of structured organic reaction records. describe an organic reaction: reactants, conditions, products, and yield Reactants: [Al+3].[Cl-].[Cl-].[Cl-] (AlCl3), C(Cl)Cl (methylene chloride), CC(C)CCC(C)C (2,5-dimethylhexane), C(Cl)Cl (methylene chloride), CC(C)CCC(C)C (2,5-dimethylhexane), C(Cl)Cl (methylene chloride), C1C(CC2=CC=CC=C12)=O (2-indanone), [Al+3].[Cl-].[Cl-].[Cl-] (AlCl3). Solvent: CCOCC (ether). Reaction conditions: temperature -20 celsius. Yields the product CC1(CCC(C2=CC=3CC(CC3C=C21)=O)(C)C)C (5,6,7,8-tetrahydro-5,5,8,8-tetramethyl-benz[f]indan-2-one). RXN SMILES: [Al+3].[Cl-].[Cl-].[Cl-].C(Cl)Cl.[CH2:8]1[C:16]2[C:11](=[CH:12][CH:13]=[CH:14][CH:15]=2)[CH2:10][C:9]1=[O:17].[CH3:18][CH:19]([CH2:21][CH2:22][CH:23]([CH3:25])[CH3:24])[CH3:20]>CCOCC>[CH3:18][C:19]1([CH3:20])[C:13]2[C:14](=[CH:15][C:16]3[CH2:8][C:9](=[O:17])[CH2:10][C:11]=3[CH:12]=2)[C:23]([CH3:25])([CH3:24])[CH2:22][CH2:21]1 |f:0.1.2.3|. Reported procedure: A 1 L 3-neck flask was charged with AlCl3 (80.8 g, 0.606 mol), fitted with a mechanical stirrer, and a 250 mL addition funnel, charged with anhydrous methylene chloride (370 mL). The slurry was cooled to −20° C. and stirred. The addition funnel was then charged (in two portions over the course of the reaction) with a solution of 2-indanone (40.0 g, 0.303 mol) {Note: Aldrich brand 2-indanone was rinsed with ether to remove brown impurities}, 2,5-dichloro, 2,5-dimethylhexane (55.4 g, 0.303 mol) an... Reactants: O=C([O-])[O-], CN(C)C=O, Cl, NC(=O)C1CC(F)CN1C(=O)COS(=O)(=O)c1ccccc1, [K+], [K+], CCOC(=O)C12CCC(N)(CC1)CC2, O. The product is CCOC(=O)C12CCC(NCC(=O)N3CC(F)CC3C(N)=O)(CC1)CC2. Reaction SMILES: [C:1](=[O:2])([O-:3])[O-:4].[CH3:45][N:46]([CH3:47])[CH:48]=[O:49].[ClH:7].[F:22][CH:23]1[CH2:24][CH:25]([C:41](=[O:42])[NH2:43])[N:26]([C:28]([CH2:29][O:30][S:31]([c:32]2[cH:33][cH:34][cH:35][cH:36][cH:37]2)(=[O:38])=[O:39])=[O:40])[CH2:27]1.[K+:5].[K+:6].[NH2:8][C:9]12[CH2:10][CH2:11][C:12]([C:17](=[O:18])[O:19][CH2:20][CH3:21])([CH2:13][CH2:14]1)[CH2:15][CH2:16]2.[OH2:44]>>[NH:8]([C:9]12[CH2:10][CH2:11][C:12]([C:17](=[O:18])[O:19][CH2:20][CH3:21])([CH2:13][CH2:14]1)[CH2:15][CH2:16]2)[CH2:29][C:28]([N:26]1[CH:25]([C:41](=[O:42])[NH2:43])[CH2:24][CH:23]([F:22])[CH2:27]1)=[O:40]. The reactants are COC(COC1=CC(=C(C=C1)F)N)=O ((3-amino-4-fluorophenoxy)acetic acid methyl ester), COC(C(C(CC)=O)CC1=CC=C(C=C1)S(=O)(=O)C)=O (2-(4-methanesulfonylbenzyl)-3-oxopentanoic acid methyl ester), polyphosphoric acid, O1CCOCC1 (dioxane), C(C)(=O)[O-].[Na+] (sodium acetate). The solvent is O (water). Run at temperature 130 celsius. Yields the product COC(COC1=C2C(C(=C(NC2=C(C=C1)F)CC)CC1=CC=C(C=C1)S(=O)(=O)C)=O)=O ([2-ethyl-8-fluoro-3-(4-methanesulfonylbenzyl)-4-oxo-1,4-dihydroquinolin-5-yloxy]acetic Acid Methyl Ester). Reaction SMILES: [CH3:1][O:2][C:3](=[O:14])[CH2:4][O:5][C:6]1[CH:11]=[CH:10][C:9]([F:12])=[C:8]([NH2:13])[CH:7]=1.C[O:16][C:17](=O)[CH:18]([CH2:23][C:24]1[CH:29]=[CH:28][C:27]([S:30]([CH3:33])(=[O:32])=[O:31])=[CH:26][CH:25]=1)[C:19](=O)[CH2:20][CH3:21].O1CCOCC1.C([O-])(=O)C.[Na+]>O>[CH3:1][O:2][C:3](=[O:14])[CH2:4][O:5][C:6]1[CH:11]=[CH:10][C:9]([F:12])=[C:8]2[C:7]=1[C:17](=[O:16])[C:18]([CH2:23][C:24]1[CH:25]=[CH:26][C:27]([S:30]([CH3:33])(=[O:31])=[O:32])=[CH:28][CH:29]=1)=[C:19]([CH2:20][CH3:21])[NH:13]2 |f:3.4|. Reported procedure: A mixture of (3-amino-4-fluorophenoxy)acetic acid methyl ester (1.0 g), 2-(4-methanesulfonylbenzyl)-3-oxopentanoic acid methyl ester (1.4 g), polyphosphoric acid (5 mL) and dioxane (20 mL) was heated at 130° C. for 17 hours. The mixture was cooled to room temperature, diluted with water and the pH adjusted to 4 by the addition of sodium acetate. The mixture was extracted with ethyl acetate and the combined extracts dried over magnesium sulfate. The solvent was removed under reduced pressure to a... As a reaction SMILES: [Br:21][c:22]1[s:23][c:24]2[c:25]([n:26]1)[cH:27][cH:28][cH:29][cH:30]2.[C:56](=[O:57])([O-:58])[O-:59].[C:69]([OH:70])([CH3:71])([CH3:72])[CH3:73].[C:74]([O-:75])(=[O:76])[CH3:77].[C:79]([O-:80])(=[O:81])[CH3:82].[CH3:62][c:63]1[cH:64][cH:65][cH:66][cH:67][cH:68]1.[CH:31]1([P:32]([CH:33]2[CH2:34][CH2:35][CH2:36][CH2:37][CH2:38]2)[c:39]2[cH:40][cH:41][cH:42][cH:43][c:44]2-[c:45]2[cH:46][cH:47][cH:48][cH:49][cH:50]2)[CH2:51][CH2:52][CH2:53][CH2:54][CH2:55]1.[Cs+:60].[Cs+:61].[Pd+2:78].[n:1]1[cH:2][cH:3][c:4](-[c:7]2[c:8]([O:13][c:14]3[cH:15][cH:16][c:17]([NH2:20])[cH:18][cH:19]3)[n:9][cH:10][cH:11][cH:12]2)[cH:5][cH:6]1>>[n:1]1[cH:2][cH:3][c:4](-[c:7]2[c:8]([O:13][c:14]3[cH:15][cH:16][c:17]([NH:20][c:22]4[s:23][c:24]5[c:25]([n:26]4)[cH:27][cH:28][cH:29][cH:30]5)[cH:18][cH:19]3)[n:9][cH:10][cH:11][cH:12]2)[cH:5][cH:6]1. Reactants: Brc1nc2ccccc2s1, O=C([O-])[O-], CC(C)(C)O, CC(=O)[O-], CC(=O)[O-], Cc1ccccc1, c1ccc(-c2ccccc2P(C2CCCCC2)C2CCCCC2)cc1, [Cs+], [Cs+], [Pd+2], Nc1ccc(Oc2ncccc2-c2ccncc2)cc1. Yields the product c1cnc(Oc2ccc(Nc3nc4ccccc4s3)cc2)c(-c2ccncc2)c1. Starting materials: Br, CO, FC(F)(F)c1ccc2c(c1)NCC2, [K+], N#C[S-]. Yields the product N#CSc1cc2c(cc1C(F)(F)F)NCC2. Reaction SMILES: [Br:18].[CH3:19][OH:20].[F:1][C:2]([c:3]1[cH:4][cH:5][c:6]2[c:10]([cH:11]1)[NH:9][CH2:8][CH2:7]2)([F:12])[F:13].[K+:14].[S-:15][C:16]#[N:17]>>[F:1][C:2]([c:3]1[c:4]([S:15][C:16]#[N:17])[cH:5][c:6]2[c:10]([cH:11]1)[NH:9][CH2:8][CH2:7]2)([F:12])[F:13]. Conditions: temperature 25 celsius, time 4 hour. Product: BrCCCSC1=CC=C(C=C1)C(CCC(=O)O)=O (4(3-bromopropylthio)-gamma-oxobenzenebutanoic acid). Starting materials: SC1=CC=C(C=C1)C(CCC(=O)OC)=O (4-mercapto-gamma-oxobenzenebutanoic acid, methyl ester), BrCCCBr (1,3-dibromopropane), C(=O)([O-])[O-].[K+].[K+] (K2CO3). RXN SMILES: [SH:1][C:2]1[CH:7]=[CH:6][C:5]([C:8](=[O:15])[CH2:9][CH2:10][C:11]([O:13]C)=[O:12])=[CH:4][CH:3]=1.[Br:16][CH2:17][CH2:18][CH2:19]Br.C([O-])([O-])=O.[K+].[K+]>CC(CC)=O>[Br:16][CH2:17][CH2:18][CH2:19][S:1][C:2]1[CH:7]=[CH:6][C:5]([C:8](=[O:15])[CH2:9][CH2:10][C:11]([OH:13])=[O:12])=[CH:4][CH:3]=1 |f:2.3.4|. The solvent is CC(=O)CC (methylethylketone). Procedure: A mixture of the product of Example 1, Step E (5 g), 1,3-dibromopropane (20 g) and K2CO3 (10 g) was refluxed in methylethylketone (100 ml) for 20 hours. The cooled reaction mixture was filtered, the solvent evaporated and the residue purified by chromatography over silica gel. The resulting ester of the title compound was hydrolyzed by dissolving in a mixture of 25 ml of methanol and 15 ml of 1N NaOH and stirring at 25° C. for 4 hours. The reaction mixture was diluted with 100 ml of water, acidi...